From a dataset of the Open Reaction Database (ORD), a public repository of structured organic reaction records. describe an organic reaction: reactants, conditions, products, and yield Starting materials: N(=O)[O-].[Na+] (sodium nitrite), NC1=CC(=NC=C1)OC (4-amino-2-methoxypyridine), F[B-](F)(F)F.[H+] (fluoroboric acid), [OH-].[Na+] (sodium hydroxide). Run at temperature 10 celsius, time 45 minute. Yields the product FC1=CC(=NC=C1)OC (4-Fluoro-2-methoxypyridine). As a reaction SMILES: N[C:2]1[CH:7]=[CH:6][N:5]=[C:4]([O:8][CH3:9])[CH:3]=1.N([O-])=O.[Na+].[OH-].[Na+].[F:16][B-](F)(F)F.[H+]>>[F:16][C:2]1[CH:7]=[CH:6][N:5]=[C:4]([O:8][CH3:9])[CH:3]=1 |f:1.2,3.4,5.6|. Procedure: A solution containing 3.6 g of 4-amino-2-methoxypyridine in 15 ml of 48% fluoroboric acid is cooled to 10° C. 3 g of sodium nitrite are added in small portions at a temperature below -5° C. and the mixture is then stirred for 45 minutes at 0° C. It is brought slowly to room temperature and then stirred in a water bath for 30 minutes. It is cooled to -10° C. and then neutralized by the addition of 3M sodium hydroxide solution while being kept at low temperature. The mixture is extracted with 50 m... Starting materials: ClC1=CC=C(C=C1)N1C(=NC2=C(C1=O)C(=NN2C2=CC=CC=C2)S(=O)(=O)C)C2=CC=C(C=C2)C2=NC(=NC=C2)Cl (5-(4-chlorophenyl)-6-[4-(2-chloro-pyrimidin-4-yl)-phenyl]-3-methanesulfonyl-1-phenyl-1,5-dihydro-pyrazolo[3,4-d]pyrimidin-4-one), O(C)C1=CC=C(CN)C=C1 (4-methoxylbenzylamine). The solvent is CCO (EtOH). Reaction conditions: temperature 100 celsius. Yields the product ClC1=CC=C(C=C1)N1C(=NC2=C(C1=O)C(=NN2C2=CC=CC=C2)S(=O)(=O)C)C2=CC=C(C=C2)C2=NC(=NC=C2)NCC2=CC=C(C=C2)OC (5-(4-chloro-phenyl)-3-methanesulfonyl-6-{4-[2-(4-methoxy-benzylamino)-pyrimidin-4-yl]-phenyl}-1-phenyl-1,5-dihydro-pyrazolo[3,4-d]pyrimidin-4-one). Isolated yield 80.0%. Reaction SMILES: [Cl:1][C:2]1[CH:7]=[CH:6][C:5]([N:8]2[C:13](=[O:14])[C:12]3[C:15]([S:24]([CH3:27])(=[O:26])=[O:25])=[N:16][N:17]([C:18]4[CH:23]=[CH:22][CH:21]=[CH:20][CH:19]=4)[C:11]=3[N:10]=[C:9]2[C:28]2[CH:33]=[CH:32][C:31]([C:34]3[CH:39]=[CH:38][N:37]=[C:36](Cl)[N:35]=3)=[CH:30][CH:29]=2)=[CH:4][CH:3]=1.[O:41]([C:43]1[CH:50]=[CH:49][C:46]([CH2:47][NH2:48])=[CH:45][CH:44]=1)[CH3:42]>CCO>[Cl:1][C:2]1[CH:3]=[CH:4][C:5]([N:8]2[C:13](=[O:14])[C:12]3[C:15]([S:24]([CH3:27])(=[O:26])=[O:25])=[N:16][N:17]([C:18]4[CH:23]=[CH:22][CH:21]=[CH:20][CH:19]=4)[C:11]=3[N:10]=[C:9]2[C:28]2[CH:33]=[CH:32][C:31]([C:34]3[CH:39]=[CH:38][N:37]=[C:36]([NH:48][CH2:47][C:46]4[CH:49]=[CH:50][C:43]([O:41][CH3:42])=[CH:44][CH:45]=4)[N:35]=3)=[CH:30][CH:29]=2)=[CH:6][CH:7]=1. Procedure details: To a suspension of crude 5-(4-chloro-phenyl)-6-[4-(2-chloro-pyrimidin-4-yl)-phenyl]-3-methanesulfonyl-1-phenyl-1,5-dihydro-pyrazolo[3,4-d]pyrimidin-4-one (from example 356) in EtOH (6 mL) is added 4-methoxylbenzylamine (0.4 mL). The mixture is heated at 100° C. for 24 h and then cooled down to room temperature. The precipitate is collected by filtration and washed with EtOH (2×3 mL). The solid is air dried for 14 h to provide the desired 5-(4-chloro-phenyl)-3-methanesulfonyl-6-{4-[2-(4-methoxy-b... Reactants: C(C)(C)(C)OC(=O)N1CCCC1 (pyrrolidine-1-carboxylic acid tert-butyl ester), C(C)(C)(C)OC(=O)N1C(CCC1)C=1N(C(=CN1)C1=CC=C(C=C1)C1=CC(NC=C1)=O)COCC[Si](C)(C)C (2-[5-[4-(2-Oxo-1,2-dihydro-pyridin-4-yl)-phenyl]-1-(2-trimethylsilanyl-ethoxymethyl)-1H-imidazol-2-yl]-pyrrolidine-1-carboxylic acid tert-butyl ester), C(C)(C)(C)OC(=O)N1C(CCC1)C=1NC(=CN1)C1=CC=C(C=C1)B1OC(C(O1)(C)C)(C)C (2-{5-[4-(4,4,5,5-Tetramethyl-[1,3,2]dioxaborolan-2-yl)-phenyl]-1H-imidazol-2-yl}-pyrrolidine-1-carboxylic acid tert-butyl ester), [OH-].C(CCC)[N+](CCCC)(CCCC)CCCC (tetrabutylammonium hydroxide), C(C)(C)(C)OC(=O)N1C(CCC1)C=1N(C=C(N1)Br)COCC[Si](C)(C)C (2-[4-Bromo-1-(2-trimethylsilanyl-ethoxymethyl)-1H-imidazol-2-yl]-pyrrolidine-1-carboxylic acid tert-butyl ester). Reagents/catalysts: [Cu]I (copper(I) iodide), [I-].C(CCC)[N+](CCCC)(CCCC)CCCC (tetrabutylammonium iodide), [Cu]I (copper(I) iodide). Solvent: C(C)O (ethanol), CN(C)C=O (DMF), C(C)#N (acetonitrile), C(C)(=O)OCC (ethyl acetate), C1(=CC=CC=C1)C (toluene). Reaction conditions: time 1 hour. Product: C(C)(C)(C)OC(=O)N1C(CCC1)C=1N(C=C(N1)N1C(C=C(C=C1)C1=CC=C(C=C1)C=1N(C(=NC1)C1N(CCC1)C(NC(C)(C)C)=O)COCC[Si](C)(C)C)=O)COCC[Si](C)(C)C (2-[4-(4-{4-[2-(1-tert-butylcarbamyl-pyrrolidin-2-yl)-3-(2-trimethylsilanyl-ethoxymethyl)-3H-imidazol-4-yl]-phenyl}-2-oxo-2H-pyridin-1-yl)-1-(2-trimethylsilanyl-ethoxymethyl)-1H-imidazol-2-yl]-pyrrolidine-1-carboxylic acid tert-butyl ester). Reaction SMILES: [C:1]([O:5][C:6]([N:8]1[CH2:12][CH2:11][CH2:10][CH2:9]1)=[O:7])([CH3:4])([CH3:3])[CH3:2].C([O:17][C:18]([N:20]1[CH2:24][CH2:23][CH2:22][CH:21]1[C:25]1[N:26]([CH2:43][O:44][CH2:45][CH2:46][Si:47]([CH3:50])([CH3:49])[CH3:48])[C:27]([C:30]2[CH:35]=[CH:34][C:33]([C:36]3[CH:41]=[CH:40][NH:39][C:38](=[O:42])[CH:37]=3)=[CH:32][CH:31]=2)=[CH:28][N:29]=1)=O)(C)(C)C.[OH-].[CH2:52]([N+](CCCC)(CCCC)CCCC)CCC.C(OC(N1CCCC1C1[NH:82][C:83]([C:86]2C=CC(B3OC(C)(C)C(C)(C)O3)=CC=2)=[CH:84]N=1)=O)(C)(C)C.C(OC(N1CCCC1[C:113]1[N:114]([CH2:119][O:120][CH2:121][CH2:122][Si:123]([CH3:126])([CH3:125])[CH3:124])[CH:115]=[C:116](Br)[N:117]=1)=O)(C)(C)C>C(O)C.[I-].C([N+](CCCC)(CCCC)CCCC)CCC.C(OCC)(=O)C.[Cu]I.CN(C=O)C.C1(C)C=CC=CC=1.C(#N)C>[C:1]([O:5][C:6]([N:8]1[CH2:12][CH2:11][CH2:10][CH:9]1[C:113]1[N:114]([CH2:119][O:120][CH2:121][CH2:122][Si:123]([CH3:124])([CH3:125])[CH3:126])[CH:115]=[C:116]([N:39]2[CH:40]=[CH:41][C:36]([C:33]3[CH:34]=[CH:35][C:30]([C:27]4[N:26]([CH2:43][O:44][CH2:45][CH2:46][Si:47]([CH3:48])([CH3:50])[CH3:49])[C:25]([CH:21]5[CH2:22][CH2:23][CH2:24][N:20]5[C:18](=[O:17])[NH:82][C:83]([CH3:86])([CH3:52])[CH3:84])=[N:29][CH:28]=4)=[CH:31][CH:32]=3)=[CH:37][C:38]2=[O:42])[N:117]=1)=[O:7])([CH3:4])([CH3:2])[CH3:3] |f:2.3,7.8|. Reported procedure: 2-[4-(4-}4-[2-(1-tert-butylcarbamyl-pyrrolidin-2-yl)-3-(2-trimethylsilanyl-ethoxymethyl)-3H-imidazol-4-yl]-phenyl}-2-oxo-2H-pyridin-1-yl)-1-(2-trimethylsilanyl-ethoxymethyl)-1H-imidazol-2-yl]-pyrrolidine-1-carboxylic acid tert-butyl ester: To a solution of 2-[5-[4-(2-Oxo-1,2-dihydro-pyridin-4-yl)-phenyl]-1-(2-trimethylsilanyl-ethoxymethyl)-1H-imidazol-2-yl]-pyrrolidine-1-carboxylic acid tert-butyl ester (0.3027 g) in ethanol (5.0 mL) was added tetrabutylammonium hydroxide (0.375 mL of 1.5 M solu... Starting materials: C1(CC1)COC1=CC(=NC=C1N1CC(C1)(F)F)C(=O)O (4-Cyclopropylmethoxy-5-(3,3-difluoro-azetidin-1-yl)-pyridine-2-carboxylic acid), NC1(CS(C1)(=O)=O)CC(=O)N (2-(3-amino-1,1-dioxo-thietan-3-yl)acetamide). Yields the product NC(CC1(CS(C1)(=O)=O)NC(=O)C1=NC=C(C(=C1)OCC1CC1)N1CC(C1)(F)F)=O (N-[3-(2-amino-2-oxoethyl)-1,1-dioxothietan-3-yl]-4-(cyclopropylmethoxy)-5-(3,3-difluoroazetidin-1-yl)pyridine-2-carboxamide). As a reaction SMILES: [CH:1]1([CH2:4][O:5][C:6]2[C:11]([N:12]3[CH2:15][C:14]([F:17])([F:16])[CH2:13]3)=[CH:10][N:9]=[C:8]([C:18]([OH:20])=O)[CH:7]=2)[CH2:3][CH2:2]1.[NH2:21][C:22]1([CH2:28][C:29]([NH2:31])=[O:30])[CH2:25][S:24](=[O:27])(=[O:26])[CH2:23]1>>[NH2:31][C:29](=[O:30])[CH2:28][C:22]1([NH:21][C:18]([C:8]2[CH:7]=[C:6]([O:5][CH2:4][CH:1]3[CH2:2][CH2:3]3)[C:11]([N:12]3[CH2:13][C:14]([F:16])([F:17])[CH2:15]3)=[CH:10][N:9]=2)=[O:20])[CH2:23][S:24](=[O:26])(=[O:27])[CH2:25]1. Procedure details: The title compound was synthesized in analogy to Example 112e, using 4-Cyclopropylmethoxy-5-(3,3-difluoro-azetidin-1-yl)-pyridine-2-carboxylic acid (example 53e) and 2-(3-amino-1,1-dioxo-thietan-3-yl)acetamide (example 160d) as starting materials and isolated (35 mg, 42%); MS (ESI, m/z): 445.3 (M+H+).